From a dataset of the Open Reaction Database (ORD), a public repository of structured organic reaction records. describe an organic reaction: reactants, conditions, products, and yield Reactants: O=C1C2=CC=CC=C2N(C=2C=CC=CC12)CCNC(OCC1=CC=CC=C1)=O (benzyl [2-(9-oxo-10(9H)-acridinyl)ehtyl]carbamate), Br (hydrogen bromide). Run in C(C)(=O)O (acetic acid), C(C)(=O)O (acetic acid). Conditions: time 1 hour. Product: Br.NCCN1C=2C=CC=CC2C(C2=CC=CC=C12)=O (10-(2-aminoethyl)-9-acridanone hydrobromide). As a reaction SMILES: [O:1]=[C:2]1[C:15]2[CH:14]=[CH:13][CH:12]=[CH:11][C:10]=2[N:9]([CH2:16][CH2:17][NH:18]C(=O)OCC2C=CC=CC=2)[C:8]2[C:3]1=[CH:4][CH:5]=[CH:6][CH:7]=2.[BrH:29]>C(O)(=O)C>[BrH:29].[NH2:18][CH2:17][CH2:16][N:9]1[C:8]2[C:3](=[CH:4][CH:5]=[CH:6][CH:7]=2)[C:2](=[O:1])[C:15]2[CH:14]=[CH:13][CH:12]=[CH:11][C:10]1=2 |f:3.4|. Procedure: A suspension of 11.2 g of benzyl [2-(9-oxo-10(9H)-acridinyl)ehtyl]carbamate in 100 ml of glacial acetic acid is treated with 20 ml of hydrogen bromide-containing glacial acetic acid (about 30 percent) and stirred for 1 hour. The product is filtered and washed with glacial acetic acid and ether. There is obtained 10-(2-aminoethyl)-9-acridanone hydrobromide of melting point >250°. The free base is precipitated from an aqueous solution with sodium bicarbonate solution, filtered and washed with wate... Reactants: CS(C)=O, CSCCC(N)c1nc2cc(Cl)ccc2[nH]1, O=C(O)C(F)(F)F, O=C(O)c1ccc(N2CCCC2=O)cc1. Product: CSCCC(NC(=O)c1ccc(N2CCCC2=O)cc1)c1nc2cc(Cl)ccc2[nH]1. As a reaction SMILES: [CH3:39][S:40]([CH3:41])=[O:42].[Cl:16][c:17]1[cH:18][c:19]2[c:20]([nH:21][c:22]([CH:24]([CH2:25][CH2:26][S:27][CH3:28])[NH2:29])[n:23]2)[cH:30][cH:31]1.[F:32][C:33]([F:34])([F:35])[C:36]([OH:37])=[O:38].[N:1]1([c:7]2[cH:8][cH:9][c:10]([C:11](=[O:12])[OH:13])[cH:14][cH:15]2)[C:2](=[O:6])[CH2:3][CH2:4][CH2:5]1>>[N:1]1([c:7]2[cH:8][cH:9][c:10]([C:11](=[O:13])[NH:29][CH:24]([c:22]3[nH:21][c:20]4[c:19]([cH:18][c:17]([Cl:16])[cH:31][cH:30]4)[n:23]3)[CH2:25][CH2:26][S:27][CH3:28])[cH:14][cH:15]2)[C:2](=[O:6])[CH2:3][CH2:4][CH2:5]1. Starting materials: [OH-].[K+] (potassium hydroxide), CNCCS(=O)(=O)O (N-methyltaurine). The solvent is O (water). Reaction conditions: temperature 27.5 celsius, time 1 hour. The product is aqueous solution, [K+].CNCCS(=O)(=O)[O-] (N-methyltaurine potassium salt). The yield is 50.0%. Reaction SMILES: [OH-].[K+:2].[CH3:3][NH:4][CH2:5][CH2:6][S:7]([OH:10])(=[O:9])=[O:8]>O>[K+:2].[CH3:3][NH:4][CH2:5][CH2:6][S:7]([O-:10])(=[O:9])=[O:8] |f:0.1,4.5|. Procedure details: In an aqueous solution of 3.0 kg (53.2 mol) of potassium hydroxide and 8.4 kg of water was dissolved 7.4 kg (53.2 mol) of N-methyltaurine obtained in Example 3, and the mixture was reacted under stirring at 25 to 30° C. for 1 hour to give 18.8 kg of a 50% aqueous solution of N-methyltaurine potassium salt.